From a dataset of the Open Reaction Database (ORD), a public repository of structured organic reaction records. describe an organic reaction: reactants, conditions, products, and yield Starting materials: CN1CCCN(C1=O)C (N,N′-dimethylpropyleneurea), [H-].[Na+] (sodium hydride), CC1=CN(C2=CC(=CC=C12)C1CC(NC1)=O)CCCC1=CC=CC=C1 (4-[3-methyl-1-(3-phenyl-propyl)-1H-indole-6-yl]-pyrrolidine-2-one), C(C1=CC=CC=C1)Br (benzyl bromide). The solvent is O1CCCC1 (tetrahydrofuran), O1CCCC1 (tetrahydrofuran). Run at time 8 hour. Yields the product C(C1=CC=CC=C1)N1C(CC(C1)C1=CC=C2C(=CN(C2=C1)CCCC1=CC=CC=C1)C)=O (1-Benzyl-4-[3-methyl-1-(3-phenyl-propyl)-1H-indole-6-yl]-pyrrolidine-2-one). The yield is 77.5%. As a reaction SMILES: [H-].[Na+].[CH3:3][C:4]1[C:12]2[C:7](=[CH:8][C:9]([CH:13]3[CH2:17][NH:16][C:15](=[O:18])[CH2:14]3)=[CH:10][CH:11]=2)[N:6]([CH2:19][CH2:20][CH2:21][C:22]2[CH:27]=[CH:26][CH:25]=[CH:24][CH:23]=2)[CH:5]=1.[CH2:28](Br)[C:29]1[CH:34]=[CH:33][CH:32]=[CH:31][CH:30]=1.CN1C(=O)N(C)CCC1>O1CCCC1>[CH2:28]([N:16]1[CH2:17][CH:13]([C:9]2[CH:8]=[C:7]3[C:12]([C:4]([CH3:3])=[CH:5][N:6]3[CH2:19][CH2:20][CH2:21][C:22]3[CH:23]=[CH:24][CH:25]=[CH:26][CH:27]=3)=[CH:11][CH:10]=2)[CH2:14][C:15]1=[O:18])[C:29]1[CH:34]=[CH:33][CH:32]=[CH:31][CH:30]=1 |f:0.1|. Procedure: A solution of sodium hydride (0.013 g) in tetrahydrofuran at 0° C., under argon, was treated with a solution of 4-[3-methyl-1-(3-phenyl-propyl)-1H-indole-6-yl]-pyrrolidine-2-one (0.184 g, Example 20) and benzyl bromide (0.094 g) in dry tetrahydrofuran. The mixture was allowed to warm to room temperature then treated with N,N′-dimethylpropyleneurea (0.05 g). After stirring at room temperature overnight the solution was partitioned between ethyl acetate (15 ml)and 1N hydrochloric acid (15 ml). The... The reactants are O=C1SC(C(N1)=O)CC1=CC=C(OCC(=O)NC2=C(C=C(C=C2)SC2=CC=C(C=C2)C)N(C(OC(C)(C)C)=O)C)C=C1 (t-butyl N-{2-[4-(2,4-dioxothiazolidin-5-ylmethyl)phenoxyacetylamino]-5-(4-methylthiophenoxy)phenyl}-N-methylcarbamate). Run in Cl.O1CCOCC1 (hydrogen chloride dioxane). The product is CN1C(=NC2=C1C=C(C=C2)SC2=CC=C(C=C2)C)COC2=CC=C(CC1C(NC(S1)=O)=O)C=C2 (5-{4-[1-Methyl-6-(4-methylthiophenoxy)-1H-benzimidazole-2-ylmethoxy]benzyl}thiazolidine-2,4-dione). Yield: 90.5%. As a reaction SMILES: [O:1]=[C:2]1[NH:6][C:5](=[O:7])[CH:4]([CH2:8][C:9]2[CH:42]=[CH:41][C:12]([O:13][CH2:14][C:15]([NH:17][C:18]3[CH:23]=[CH:22][C:21]([S:24][C:25]4[CH:30]=[CH:29][C:28]([CH3:31])=[CH:27][CH:26]=4)=[CH:20][C:19]=3[N:32](C)[C:33](=O)OC(C)(C)C)=O)=[CH:11][CH:10]=2)[S:3]1>Cl.O1CCOCC1>[CH3:33][N:32]1[C:19]2[CH:20]=[C:21]([S:24][C:25]3[CH:30]=[CH:29][C:28]([CH3:31])=[CH:27][CH:26]=3)[CH:22]=[CH:23][C:18]=2[N:17]=[C:15]1[CH2:14][O:13][C:12]1[CH:11]=[CH:10][C:9]([CH2:8][CH:4]2[S:3][C:2](=[O:1])[NH:6][C:5]2=[O:7])=[CH:42][CH:41]=1 |f:1.2|. Procedure details: In a similar manner to that described in Example (2-2a), a reaction was carried out using t-butyl N-{2-[4-(2,4-dioxothiazolidin-5-ylmethyl)phenoxyacetylamino]-5-(4-methylthiophenoxy)phenyl}-N-methylcarbamate (2.95 g) and 4N hydrogen chloride/dioxane (60 ml) and the reaction mixture was purified to give the title compound (2.15 g) The reactants are C(C1=CC=CC=C1)(=O)Cl (benzoyl chloride), C(C)C1(CC1)C(=O)C=CC1=CC=C(C=C1)C(=O)O (2-(4-Carboxyphenyl)vinyl 1-ethylcyclopropyl ketone), C(C)C1(CC1)C(=O)C=CC1=CC=C(C=C1)C(=O)O (2-(4-Carboxyphenyl)vinyl 1-ethylcyclopropyl ketone), C(C)C1(CC1)C(=O)C=CC1=CC=C(C=C1)C(=O)O (2-(4-Carboxyphenyl)vinyl 1-ethylcyclopropyl ketone), C(C)C1(CC1)C(=O)C=CC1=CC=C(C=C1)C(=O)O (2-(4-Carboxyphenyl)vinyl 1-ethylcyclopropyl ketone), C(C)C1(CC1)C(=O)C=CC1=CC=C(C=C1)C(=O)O (2-(4-Carboxyphenyl)vinyl 1-ethylcyclopropyl ketone), C(C)C1(CC1)C(=O)C=CC1=CC=C(C=C1)C(=O)O (2-(4-Carboxyphenyl)vinyl 1-ethylcyclopropyl ketone), C(C)C1(CC1)C(=O)C=CC1=CC=C(C=C1)C(=O)O (2-(4-Carboxyphenyl)vinyl 1-ethylcyclopropyl ketone), A1, CC(=O)C1CC1 (cyclopropyl methyl ketone), ClC=1C=C(C=O)C=CC1Cl (3,4-dichlorobenzaldehyde), ClC1=C(C=O)C=CC(=C1)Cl (2,4-dichlorobenzaldehyde), BrC1=CC=C(C=O)C=C1 (4-bromobenzaldehyde), FC1=CC=C(C=O)C=C1 (4-fluorobenzaldehyde), OC1=CC=C(C=O)C=C1 (4-hydroxybenzaldehyde), FC(OC1=CC=C(C=O)C=C1)(F)F (4-trifluoromethoxybenzaldehyde), FC(C1=CC=C(C=O)C=C1)(F)F (4-trifluoromethylbenzaldehyde), C1(CC1)C(=O)C=CC1=CC=C(C=C1)O (2-(4-Hydroxyphenyl)vinyl cyclopropyl ketone). Yields the product C1(CC1)C(=O)C=CC1=CC=C(C=C1)C(C1=CC=CC=C1)=O (2-(4-benzoylphenyl)vinyl cyclopropyl ketone). Reaction SMILES: [CH3:1][C:2]([CH:4]1[CH2:6][CH2:5]1)=[O:3].Cl[C:8]1[CH:9]=[C:10]([CH:13]=[CH:14][C:15]=1Cl)[CH:11]=[O:12].Cl[C:18]1[CH:25]=[C:24](Cl)[CH:23]=[CH:22][C:19]=1C=O.Br[C:28]1C=CC(C=O)=CC=1.FC1C=CC(C=O)=CC=1.OC1C=CC(C=O)=CC=1.FC(F)(F)OC1C=CC(C=O)=CC=1.FC(F)(F)C1C=CC(C=O)=CC=1.C(C1(C(C=CC2C=CC(C(O)=O)=CC=2)=O)CC1)C.C1(C(C=CC2C=CC(O)=CC=2)=O)CC1.C(Cl)(=O)C1C=CC=CC=1>>[CH:4]1([C:2]([CH:1]=[CH:28][C:15]2[CH:14]=[CH:13][C:10]([C:11](=[O:12])[C:18]3[CH:25]=[CH:24][CH:23]=[CH:22][CH:19]=3)=[CH:9][CH:8]=2)=[O:3])[CH2:6][CH2:5]1. Procedure: By following the procedure of Preparation A1 above, cyclopropyl methyl ketone can be caused to react with 3,4-dichlorobenzaldehyde, 2,4-dichlorobenzaldehyde, 4-bromobenzaldehyde, 4-fluorobenzaldehyde, 4-hydroxybenzaldehyde, 4-trifluoromethoxybenzaldehyde or 4-trifluoromethylbenzaldehyde to give, respectively, 2-(3,4-dichlorophenyl)vinyl cyclopropyl ketone [III; Ar is 3,4-Cl2C6H3, R is H], 2-(2,4-dichlorophenyl)vinyl cyclopropyl ketone [III; Ar is 2,4-Cl2C6H3, R is H], 2-(4-bromophenyl)vinyl cycl... Reactants: ClC=1C=C(C(=O)Cl)C=CC1 (3-chlorobenzoyl chloride), C(CC=C)[Mg]Br (3-butenylmagnesium bromide). The reagents and catalysts are [Cu]I (copper (I) iodide). The solvent is C1CCOC1 (THF). Conditions: temperature -10 celsius, time 1 hour. Product: ClC=1C=C(C=CC1)C(CCC=C)=O (1-(3-chlorophenyl)pent-4-en-1-one). As a reaction SMILES: [Cl:1][C:2]1[CH:3]=[C:4]([CH:8]=[CH:9][CH:10]=1)[C:5](Cl)=[O:6].[CH2:11]([Mg]Br)[CH2:12][CH:13]=[CH2:14]>C1COCC1.[Cu]I>[Cl:1][C:2]1[CH:3]=[C:4]([C:5](=[O:6])[CH2:14][CH2:13][CH:12]=[CH2:11])[CH:8]=[CH:9][CH:10]=1. Procedure: To a solution of 3-chlorobenzoyl chloride (7 ml, 54.7 mmol) in THF (60 mL) was added copper (I) iodide (0.521 g, 2.73 mmol). The slurry was cooled to −10° C. and 3-butenylmagnesium bromide (0.5M in THF) (112 ml, 55.8 mmol) was added dropwise via cannula over 30 min. The reaction mixture was stirred at −10° C. for 1 h and then warmed to room temperature. The reaction mixture was concentrated to 25 mL and diluted with 100 mL DCM and 100 mL 1M HCl. The layers were separated and the organic layer wa... Starting materials: Cc1nc(OCC(=O)N(C)C2CCNCC2)nc(C)c1NC(=O)OC(C)(C)C, COCCBr. The product is COCCN1CCC(N(C)C(=O)COc2nc(C)c(NC(=O)OC(C)(C)C)c(C)n2)CC1. As a reaction SMILES: [CH3:1][c:2]1[n:3][c:4]([O:17][CH2:18][C:19](=[O:20])[N:21]([CH:22]2[CH2:23][CH2:24][NH:25][CH2:26][CH2:27]2)[CH3:28])[n:5][c:6]([CH3:16])[c:7]1[NH:8][C:9]([O:10][C:11]([CH3:12])([CH3:13])[CH3:14])=[O:15].[CH3:29][O:30][CH2:31][CH2:32][Br:33]>>[CH3:1][c:2]1[n:3][c:4]([O:17][CH2:18][C:19](=[O:20])[N:21]([CH:22]2[CH2:23][CH2:24][N:25]([CH2:32][CH2:31][O:30][CH3:29])[CH2:26][CH2:27]2)[CH3:28])[n:5][c:6]([CH3:16])[c:7]1[NH:8][C:9]([O:10][C:11]([CH3:12])([CH3:13])[CH3:14])=[O:15]. The product is C1(=CC=CC=C1)C(C(=O)NC1=NC(NC=C1)=O)C1=CC=CC=C1 (N4-(Diphenyl acetyl)cytosine). The solvent is N1=CC=CC=C1 (pyridine). Reactants: N1C(=O)N=C(N)C=C1 (cytosine), C1(=CC=CC=C1)C(C(=O)Cl)C1=CC=CC=C1 (diphenylacetyl chloride), O (water). RXN SMILES: [NH:1]1[CH:8]=[CH:7][C:5]([NH2:6])=[N:4][C:2]1=[O:3].[C:9]1([CH:15]([C:19]2[CH:24]=[CH:23][CH:22]=[CH:21][CH:20]=2)[C:16](Cl)=[O:17])[CH:14]=[CH:13][CH:12]=[CH:11][CH:10]=1.O>N1C=CC=CC=1>[C:19]1([CH:15]([C:9]2[CH:10]=[CH:11][CH:12]=[CH:13][CH:14]=2)[C:16]([NH:6][C:5]2[CH:7]=[CH:8][NH:1][C:2](=[O:3])[N:4]=2)=[O:17])[CH:20]=[CH:21][CH:22]=[CH:23][CH:24]=1. Procedure details: To stirred suspension of (3 gr, 27 mmol) of cytosine (C) in 30 ml of dry pyridine at room temperature (6.85 g, 29.7 mmol) of diphenylacetyl chloride were added in portions. The reaction mixture was stirred at room temperature overnight. TLC indicated the end of the reaction. 2 ml of water was added and the solvent was evaporated under reduced pressure. 100 ml of water were added to the residue and the mixture was stirred vigorously for 30 minutes. The desired product (11) was precipitate and fil...